This data is from the Open Reaction Database (ORD), a public repository of structured organic reaction records. The task is: describe an organic reaction: reactants, conditions, products, and yield Reactants: COC(=O)C=1OC(=CC1)COC1=CC=C(C=C1)I (5-(4-iodo-phenoxymethyl)-furan-2-carboxylic acid methyl ester), COC(=O)C=1OC(=CC1)COC1=CC=C(C=C1)I (5-(4-iodo-phenoxymethyl)-furan-2-carboxylic acid methyl ester), CC1=CC=C(C=C1)B(O)O (4-methyl-phenyl-boronic acid), [OH-].[Na+] (sodium hydroxide). The reagents and catalysts are C(C)(=O)[O-].[Pd+2].C(C)(=O)[O-] (palladium(II) acetate). Run in O (water). Conditions: temperature 50 celsius. Yields the product CC1=CC=C(C=C1)C1=CC=C(C=C1)OCC1=CC=C(O1)C(=O)O (5-(4′-methyl-biphenyl-4-yloxymethyl)-furan-2-carboxylic acid). The yield is 92.7%. RXN SMILES: C[O:2][C:3]([C:5]1[O:6][C:7]([CH2:10][O:11][C:12]2[CH:17]=[CH:16][C:15](I)=[CH:14][CH:13]=2)=[CH:8][CH:9]=1)=[O:4].[CH3:19][C:20]1[CH:25]=[CH:24][C:23](B(O)O)=[CH:22][CH:21]=1.[OH-].[Na+]>C([O-])(=O)C.[Pd+2].C([O-])(=O)C.O>[CH3:19][C:20]1[CH:25]=[CH:24][C:23]([C:15]2[CH:16]=[CH:17][C:12]([O:11][CH2:10][C:7]3[O:6][C:5]([C:3]([OH:2])=[O:4])=[CH:9][CH:8]=3)=[CH:13][CH:14]=2)=[CH:22][CH:21]=1 |f:2.3,4.5.6|. Procedure: A mixture of 5-(4-iodo-phenoxymethyl)-furan-2-carboxylic acid methyl ester (Intermediate 6; 100 mg, 0.28 mmol), 4-methyl-phenyl-boronic acid (42 mg, 0.31 mmol), sodium hydroxide (45 mg, 1.13 mmol), palladium(II) acetate (2 mg, 0.01 mmol) and water (10 mL) was heated at ˜50° C. overnight. The mixture was filtered and the residue was washed with water, ethyl acetate, methylene chloride, and methanol. The aqueous layer was acidified and extracted three times with ethyl acetate. The combined organic... Starting materials: O=C(O)c1ccc2nccnc2c1, Cc1ccc(N)c(C)c1. Reagents/catalysts: [B-](F)(F)(F)F.CN(C)C(=[N+](C)C)ON1C2=CC=CC=C2N=N1 (TBTU), CCN(C(C)C)C(C)C (DIPEA). Solvent: CN(C)C=O (DMF), CN(C)C=O (DMF), CN(C)C=O (DMF), CN(C)C=O (DMF), CN(C)C=O (DMF), CN(C)C=O (DMF). Reaction conditions: temperature 25 celsius, time 2 hour. The product is Cc1ccc(NC(=O)c2ccc3nccnc3c2)c(C)c1. Yield: 60.3%. As a reaction SMILES: Cc1ccc(N)c(C)c1.O=C(O)c1ccc2nccnc2c1.[B-](F)(F)(F)F.CN(C)C(=[N+](C)C)ON1C2=CC=CC=C2N=N1.CCN(C(C)C)C(C)C.CN(C)C=O>>Cc1ccc(NC(=O)c2ccc3nccnc3c2)c(C)c1. Reactants: ClC1=NC=CC(=C1)OC=1C=CC(=NC1C)N1N=C(NC1=O)C1(CC1)C (1-(5-((2-Chloropyridin-4-yl)oxy)-6-methylpyridin-2-yl)-3-(1-methylcyclopropyl)-1H-1,2,4-triazol-5(4H)-one), [NH4+].[Cl-] (NH4Cl), CN1N=CC(=C1)B1OC(C(O1)(C)C)(C)C (1-methyl-4-(4,4,5,5-tetramethyl-1,3,2-dioxaborolan-2-yl)-1H-pyrazole), C(=O)([O-])[O-].[K+].[K+] (K2CO3). The reagents and catalysts are C=1C=CC(=CC1)[P](C=2C=CC=CC2)(C=3C=CC=CC3)[Pd]([P](C=4C=CC=CC4)(C=5C=CC=CC5)C=6C=CC=CC6)([P](C=7C=CC=CC7)(C=8C=CC=CC8)C=9C=CC=CC9)[P](C=1C=CC=CC1)(C=1C=CC=CC1)C=1C=CC=CC1 (Pd(PPh3)4). The solvent is O1CCOCC1 (dioxane), O (water). Reaction conditions: temperature 85 celsius, time 12 hour. Yields the product CC1=C(C=CC(=N1)N1N=C(NC1=O)C1(CC1)C)OC1=CC(=NC=C1)C=1C=NN(C1)C (1-(6-methyl-5-((2-(1-methyl-1H-pyrazol-4-yl)pyridin-4-yl)oxy)pyridin-2-yl)-3-(1-methylcyclopropyl)-1H-1,2,4-triazol-5(4H)-one). Yield: 46.0%. As a reaction SMILES: Cl[C:2]1[CH:7]=[C:6]([O:8][C:9]2[CH:10]=[CH:11][C:12]([N:16]3[C:20](=[O:21])[NH:19][C:18]([C:22]4([CH3:25])[CH2:24][CH2:23]4)=[N:17]3)=[N:13][C:14]=2[CH3:15])[CH:5]=[CH:4][N:3]=1.[CH3:26][N:27]1[CH:31]=[C:30](B2OC(C)(C)C(C)(C)O2)[CH:29]=[N:28]1.C([O-])([O-])=O.[K+].[K+].[NH4+].[Cl-]>O1CCOCC1.O.C1C=CC([P]([Pd]([P](C2C=CC=CC=2)(C2C=CC=CC=2)C2C=CC=CC=2)([P](C2C=CC=CC=2)(C2C=CC=CC=2)C2C=CC=CC=2)[P](C2C=CC=CC=2)(C2C=CC=CC=2)C2C=CC=CC=2)(C2C=CC=CC=2)C2C=CC=CC=2)=CC=1>[CH3:15][C:14]1[N:13]=[C:12]([N:16]2[C:20](=[O:21])[NH:19][C:18]([C:22]3([CH3:25])[CH2:24][CH2:23]3)=[N:17]2)[CH:11]=[CH:10][C:9]=1[O:8][C:6]1[CH:5]=[CH:4][N:3]=[C:2]([C:30]2[CH:29]=[N:28][N:27]([CH3:26])[CH:31]=2)[CH:7]=1 |f:2.3.4,5.6,^1:59,61,80,99|. Procedure: 1-(5-((2-Chloropyridin-4-yl)oxy)-6-methylpyridin-2-yl)-3-(1-methylcyclopropyl)-1H-1,2,4-triazol-5(4H)-one (0.10 g, 0.28 mmol), 1-methyl-4-(4,4,5,5-tetramethyl-1,3,2-dioxaborolan-2-yl)-1H-pyrazole (0.08 g, 0.36 mmol), and K2CO3 (0.10 g, 0.73 mmol) were suspended in dioxane (1.7 mL) and water (0.33 mL). The suspension was sonicated and sparged with Ar for 10 min. Pd(PPh3)4 (0.032 g, 0.028 mmol) was added and the reaction mixture was stirred at 85° C. for 12 h. Sat. NH4Cl (aq) (10 mL) was added and... Reactants: C1(CC1)CS(=O)(=O)C1CCC(CC1)(CC1CC1)CNC(C1=C(N=C(C=C1)C(F)(F)F)SC)=O (N-(4-cyclopropylmethanesulfonyl-1-cyclopropylmethylcyclohexylmethyl)-2-methylsulfanyl-6-trifluoromethylnicotinamide), OOS(=O)[O-].[K+] (oxone), O (water), O (water), C(O)([O-])=O.[Na+] (sodium hydrogen carbonate). The solvent is CC(=O)C (acetone). Product: C1(CC1)CS(=O)(=O)C1CCC(CC1)(CC1CC1)CNC(C1=C(N=C(C=C1)C(F)(F)F)S(=O)(=O)C)=O (N-(4-Cyclopropylmethanesulfonyl-1-cyclopropylmethylcyclohexylmethyl)-2-methylsulfonyl-6-trifluoromethylnicotinamide). The yield is 80.0%. RXN SMILES: [CH:1]1([CH2:4][S:5]([CH:8]2[CH2:13][CH2:12][C:11]([CH2:18][NH:19][C:20](=[O:33])[C:21]3[CH:26]=[CH:25][C:24]([C:27]([F:30])([F:29])[F:28])=[N:23][C:22]=3SC)([CH2:14][CH:15]3[CH2:17][CH2:16]3)[CH2:10][CH2:9]2)(=O)=[O:6])[CH2:3][CH2:2]1.O[O:35][S:36]([O-:38])=O.[K+].[C:40](=O)([O-])O.[Na+].[OH2:45]>CC(C)=O>[CH:1]1([CH2:4][S:5]([CH:8]2[CH2:9][CH2:10][C:11]([CH2:18][NH:19][C:20](=[O:33])[C:21]3[CH:26]=[CH:25][C:24]([C:27]([F:30])([F:28])[F:29])=[N:23][C:22]=3[S:36]([CH3:40])(=[O:38])=[O:35])([CH2:14][CH:15]3[CH2:16][CH2:17]3)[CH2:12][CH2:13]2)(=[O:6])=[O:45])[CH2:3][CH2:2]1 |f:1.2,3.4|. Reported procedure: A solution of N-(4-cyclopropylmethanesulfonyl-1-cyclopropylmethylcyclohexylmethyl)-2-methylsulfanyl-6-trifluoromethylnicotinamide (44 mg, 0.087 mmol) in acetone (2 ml) was treated with a solution of oxone (161 mg, 0.26 mmol) in water (2 ml) and the mixture heated under reflux for 2 hours. The mixture was allowed to cool to ambient temperature and the pH of the mixture adjusted to 7 by the addition of saturated sodium hydrogen carbonate solution. The mixture was diluted with water (5 ml) and extr... Starting materials: resultant mixture, ClC1=C(C(=CC=C1)Cl)N1N=C2C(C=[N+](C=C2OC)[O-])=C1 (2-(2,6-dichlorophenyl)-7-methoxy-2H-pyrazolo[4,3-c]pyridine 5-oxide), P(=O)(Br)(Br)Br (phosphorous oxybromide), P(=O)(Br)(Br)Br (phosphorous oxybromide). Run in ClCCCl (DCE). Reaction conditions: time 30 minute. The product is BrC1=NC=C(C=2C1=CN(N2)C2=C(C=CC=C2Cl)Cl)OC (4-Bromo-2-(2,6-dichlorophenyl)-7-methoxy-2H-pyrazolo[4,3-c]pyridine). Isolated yield 9.1%. Reaction SMILES: [Cl:1][C:2]1[CH:7]=[CH:6][CH:5]=[C:4]([Cl:8])[C:3]=1[N:9]1[CH:20]=[C:12]2[CH:13]=[N+:14]([O-])[CH:15]=[C:16]([O:17][CH3:18])[C:11]2=[N:10]1.P(Br)(Br)([Br:23])=O>ClCCCl>[Br:23][C:13]1[C:12]2=[CH:20][N:9]([C:3]3[C:2]([Cl:1])=[CH:7][CH:6]=[CH:5][C:4]=3[Cl:8])[N:10]=[C:11]2[C:16]([O:17][CH3:18])=[CH:15][N:14]=1. Reported procedure: To a cooled (0° C.) solution of 2-(2,6-dichlorophenyl)-7-methoxy-2H-pyrazolo[4,3-c]pyridine 5-oxide (1.3 g, 4.2 mmol) in DCE (30 mL) under nitrogen was added phosphorous oxybromide (2.4 g, 8.4 mmol). The reaction mixture was stirred for 30 minutes, warmed to room temperature, and stirred for a further 4 hours. Further phosphorous oxybromide (1.8 g, 6.3 mmol) was added and the reaction mixture was stirred for a further 16 hours. The temperature was raised to 80° C. and stirred for 2 hours. The re... The reactants are OCCN(C(=O)CC=CCOC=1C=C2CCC(NC2=CC1)=O)CC1CCCCC1 (6-{4-[N-(2-hydroxyethyl)-N-cyclohexylmethylaminocarbonyl]-2-butenyloxy}-3,4-dihydrocarbostyril). The reagents and catalysts are [C].[Pd] (palladium-carbon). Run in C(C)O (ethanol). Run at time 5 hour. Yields the product OCCN(C(=O)CCCCOC=1C=C2CCC(NC2=CC1)=O)CC1CCCCC1 (6-{4-[N-(2-hydroxyethyl)-N-cyclohexylmethylaminocarbonyl]butoxy}-3,4-dihydrocarbostyril). The yield is 83.6%. Reaction SMILES: [OH:1][CH2:2][CH2:3][N:4]([CH2:23][CH:24]1[CH2:29][CH2:28][CH2:27][CH2:26][CH2:25]1)[C:5]([CH2:7][CH:8]=[CH:9][CH2:10][O:11][C:12]1[CH:13]=[C:14]2[C:19](=[CH:20][CH:21]=1)[NH:18][C:17](=[O:22])[CH2:16][CH2:15]2)=[O:6]>[C].[Pd].C(O)C>[OH:1][CH2:2][CH2:3][N:4]([CH2:23][CH:24]1[CH2:29][CH2:28][CH2:27][CH2:26][CH2:25]1)[C:5]([CH2:7][CH2:8][CH2:9][CH2:10][O:11][C:12]1[CH:13]=[C:14]2[C:19](=[CH:20][CH:21]=1)[NH:18][C:17](=[O:22])[CH2:16][CH2:15]2)=[O:6] |f:1.2|. Procedure details: Into 100 ml of ethanol were added 5 g of 6-{4-[N-(2-hydroxyethyl)-N-cyclohexylmethylaminocarbonyl]-2-butenyloxy}-3,4-dihydrocarbostyril and 1 g of 1% palladium-carbon. The mixture was catalytically hydrogenized under an atmospheric pressure at a room temperature for 5 hours. After the reaction was completed, the catalyst was removed by filtration and the filtrate was concentrated. The residue thus obtained was recrystallized from ethyl acetate-petraleum ether to obtain 4.2 g of 6-{4-[N-(2-hydrox...